Dataset: the Open Reaction Database (ORD), a public repository of structured organic reaction records. Task: describe an organic reaction: reactants, conditions, products, and yield Starting materials: [Cl-].[Al+3].[Cl-].[Cl-] (aluminium chloride), Cl (hydrochloric acid), ClCC(=O)Cl (chloroacetyl chloride), C1(=CC=C(C=C1)S(=O)(=O)NC1CC2=CC=CC=C2C1)C (2-p-toluenesulphonamido-indane). Run in C(CCl)Cl (ethylene chloride). Reaction conditions: time 2 hour. Yields the product ClCC(=O)C=1C=C2CC(CC2=CC1)NS(=O)(=O)C1=CC=C(C=C1)C ((2-p-Toluenesulphonamido-indan-5-yl) chloromethyl ketone). Reaction SMILES: [Cl-].[Al+3].[Cl-].[Cl-].[Cl:5][CH2:6][C:7](Cl)=[O:8].[C:10]1([CH3:29])[CH:15]=[CH:14][C:13]([S:16]([NH:19][CH:20]2[CH2:28][C:27]3[C:22](=[CH:23][CH:24]=[CH:25][CH:26]=3)[CH2:21]2)(=[O:18])=[O:17])=[CH:12][CH:11]=1.Cl>C(Cl)CCl>[Cl:5][CH2:6][C:7]([C:24]1[CH:23]=[C:22]2[C:27](=[CH:26][CH:25]=1)[CH2:28][CH:20]([NH:19][S:16]([C:13]1[CH:12]=[CH:11][C:10]([CH3:29])=[CH:15][CH:14]=1)(=[O:17])=[O:18])[CH2:21]2)=[O:8] |f:0.1.2.3|. Procedure: 25.4 g (0.19 mol) of anhydrous aluminium chloride are suspended in 80 ml of ethylene chloride and 11.1 g (0.095 mol) of chloroacetyl chloride are added. 22.8 g (0.079 mol) of 2-p-toluenesulphonamido-indane are then added and the mixture is stirred for 2 hours at room temperature. The product is then decomposed by means of ice and hydrochloric acid and the reaction product is isolated from the organic phase and recrystallised from ethyl acetate/cyclohexane.